This data is from the Open Reaction Database (ORD), a public repository of structured organic reaction records. The task is: describe an organic reaction: reactants, conditions, products, and yield Starting materials: Oc1ncnc2c1cnn2-c1c(Cl)cccc1Br, Cc1ccccc1, CC#N, CCN(C(C)C)C(C)C, O=P(Cl)(Cl)Cl. Yields the product Clc1cccc(Br)c1-n1ncc2c(Cl)ncnc21. Reaction SMILES: [Br:6][c:7]1[c:8](-[n:14]2[n:15][cH:16][c:17]3[c:18]2[n:19][cH:20][n:21][c:22]3[OH:23])[c:9]([Cl:13])[cH:10][cH:11][cH:12]1.[CH3:33][c:34]1[cH:35][cH:36][cH:37][cH:38][cH:39]1.[CH3:40][C:41]#[N:42].[CH:24]([N:25]([CH:26]([CH3:27])[CH3:28])[CH2:29][CH3:30])([CH3:31])[CH3:32].[Cl:1][P:2](=[O:3])([Cl:4])[Cl:5]>>[Cl:1][c:22]1[c:17]2[cH:16][n:15][n:14](-[c:8]3[c:7]([Br:6])[cH:12][cH:11][cH:10][c:9]3[Cl:13])[c:18]2[n:19][cH:20][n:21]1. The reactants are CC(C)(C)OC(=O)N1CCC(C(=O)N2CCOCC2)(c2ccccc2)CC1, ClCCl, [Na+], [OH-], O=C(O)C(F)(F)F. Yields the product O=C(N1CCOCC1)C1(c2ccccc2)CCNCC1. As a reaction SMILES: [C:1]([O:2][C:3](=[O:4])[N:8]1[CH2:9][CH2:10][C:11]([c:14]2[cH:15][cH:16][cH:17][cH:18][cH:19]2)([C:20](=[O:21])[N:22]2[CH2:23][CH2:24][O:25][CH2:26][CH2:27]2)[CH2:12][CH2:13]1)([CH3:5])([CH3:6])[CH3:7].[CH2:37]([Cl:38])[Cl:39].[Na+:36].[OH-:35].[OH:28][C:29]([C:30]([F:31])([F:32])[F:33])=[O:34]>>[NH:8]1[CH2:9][CH2:10][C:11]([c:14]2[cH:15][cH:16][cH:17][cH:18][cH:19]2)([C:20](=[O:21])[N:22]2[CH2:23][CH2:24][O:25][CH2:26][CH2:27]2)[CH2:12][CH2:13]1. The reactants are CCOC(=O)C=Cc1ccc(N(C(=O)OC(C)(C)C)C2CCNC2)nc1, Cc1ccc(CCl)cc1C, Cl, Cl, [K+], [K+], O=C([O-])[O-], CN(C)C=O. The product is CCOC(=O)C=Cc1ccc(N(C(=O)OC(C)(C)C)C2CCN(Cc3ccc(C)c(C)c3)C2)nc1. As a reaction SMILES: [C:3]([CH3:4])([CH3:5])([CH3:6])[O:7][C:8](=[O:9])[N:10]([c:11]1[cH:12][cH:13][c:14]([CH:17]=[CH:18][C:19](=[O:20])[O:21][CH2:22][CH3:23])[cH:15][n:16]1)[CH:24]1[CH2:25][NH:26][CH2:27][CH2:28]1.[Cl:29][CH2:30][c:31]1[cH:32][c:33]([CH3:38])[c:34]([CH3:37])[cH:35][cH:36]1.[ClH:1].[ClH:2].[K+:39].[K+:40].[O-:41][C:42]([O-:43])=[O:44].[O:45]=[CH:46][N:47]([CH3:48])[CH3:49]>>[C:3]([CH3:4])([CH3:5])([CH3:6])[O:7][C:8](=[O:9])[N:10]([c:11]1[cH:12][cH:13][c:14]([CH:17]=[CH:18][C:19](=[O:20])[O:21][CH2:22][CH3:23])[cH:15][n:16]1)[CH:24]1[CH2:25][N:26]([CH2:30][c:31]2[cH:32][c:33]([CH3:38])[c:34]([CH3:37])[cH:35][cH:36]2)[CH2:27][CH2:28]1. Reactants: C(CCC)[Li] (butyl lithium), CN1N=NN=C1C (1,5-dimethyltetrazole), Cl (hydrochloric acid), ClC1=CC2=C(C(OC(N2)=O)=O)C=C1 (7-chloro-1H-3,1-benzoxazine-2,4-dione). Solvent: CCCCCC (hexane), O1CCCC1 (tetrahydrofuran), O (water). Run at time 0.5 hour. The product is NC1=C(C=CC(=C1)Cl)C(CC1=NN=NN1C)=O (1-(2-amino-4-chlorophenyl)-2-(1-methyl-1-H-tetrazol-5-yl)ethanone). RXN SMILES: C([Li])CCC.[CH3:6][N:7]1[C:11]([CH3:12])=[N:10][N:9]=[N:8]1.[Cl:13][C:14]1[CH:25]=[CH:24][C:17]2[C:18](=O)[O:19]C(=O)[NH:21][C:16]=2[CH:15]=1.Cl>CCCCCC.O.O1CCCC1>[NH2:21][C:16]1[CH:15]=[C:14]([Cl:13])[CH:25]=[CH:24][C:17]=1[C:18](=[O:19])[CH2:12][C:11]1[N:7]([CH3:6])[N:8]=[N:9][N:10]=1. Reported procedure: A solution of butyl lithium in hexane (1.6M, 20.8 ml) was added slowly to a stirred mixture of 1,5-dimethyltetrazole (3.26 g) and dry tetrahydrofuran (70 ml) at 0° under nitrogen. The mixture was stirred at 0° for 0.5 hour and then 7-chloro-1H-3,1-benzoxazine-2,4-dione (2.17 g) was added in portions at 0° to 5°. The mixture was stirred at room temperature for 3 hours, then poured into water (200 ml) and acidified with 5N hydrochloric acid to pH 6 to 7. The mixture was extracted with dichlorometh...